This data is from the Open Reaction Database (ORD), a public repository of structured organic reaction records. The task is: describe an organic reaction: reactants, conditions, products, and yield Reactants: O=C1CCC(=O)N1Br, CCCCOC(C)=O, Cc1ccc(NC(=O)C(F)(F)F)cc1C(F)(F)F. Yields the product O=C(Nc1ccc(CBr)c(C(F)(F)F)c1)C(F)(F)F. Reaction SMILES: [Br:19][N:20]1[C:21](=[O:22])[CH2:23][CH2:24][C:25]1=[O:26].[C:27]([O:28][CH2:29][CH2:30][CH2:31][CH3:32])(=[O:33])[CH3:34].[CH3:1][c:2]1[c:3]([C:15]([F:16])([F:17])[F:18])[cH:4][c:5]([NH:8][C:9]([C:10]([F:11])([F:12])[F:13])=[O:14])[cH:6][cH:7]1>>[CH2:1]([c:2]1[c:3]([C:15]([F:16])([F:17])[F:18])[cH:4][c:5]([NH:8][C:9]([C:10]([F:11])([F:12])[F:13])=[O:14])[cH:6][cH:7]1)[Br:19]. Starting materials: Cl.NO (hydroxylamine hydrochloride), C(C)(C)(C)C=1C=C(C(=C(C=O)C1)O)C=1C=NC(=CC1)C(F)(F)F (5-(tert-butyl)-2-hydroxy-3-(6-(trifluoromethyl)pyridin-3-yl)benzaldehyde), C(C)(=O)[O-].[Na+] (sodium acetate). The solvent is C(C)O (ethanol). Run at time 16 hour. Product: C(C)(C)(C)C=1C=C(C(=C(C=NO)C1)O)C=1C=NC(=CC1)C(F)(F)F (5-(tert-butyl)-2-hydroxy-3-(6-(trifluoromethyl)pyridin-3-yl)benzaldehyde oxime). Isolated yield 82.8%. RXN SMILES: Cl.[NH2:2][OH:3].[C:4]([C:8]1[CH:9]=[C:10]([C:17]2[CH:18]=[N:19][C:20]([C:23]([F:26])([F:25])[F:24])=[CH:21][CH:22]=2)[C:11]([OH:16])=[C:12]([CH:15]=1)[CH:13]=O)([CH3:7])([CH3:6])[CH3:5].C([O-])(=O)C.[Na+]>C(O)C>[C:4]([C:8]1[CH:9]=[C:10]([C:17]2[CH:18]=[N:19][C:20]([C:23]([F:26])([F:25])[F:24])=[CH:21][CH:22]=2)[C:11]([OH:16])=[C:12]([CH:15]=1)[CH:13]=[N:2][OH:3])([CH3:7])([CH3:6])[CH3:5] |f:0.1,3.4|. Procedure details: Following the patent procedure of C. G. Luca (US 20050137168), hydroxylamine hydrochloride (355 mg, 5.11 mmol) was added to a solution of 5-(tert-butyl)-2-hydroxy-3-(6-(trifluoromethyl)pyridin-3-yl)benzaldehyde (from Example 47, Step 1) (1.5 g, 4.64 mmol) and sodium acetate (419 mg, 5.11 mmol) in ethanol (15 mL). The reaction was stirred at room temperature for 16 hours. The mixture was partitioned between water and ethyl acetate and the organic phase separated, dried (Na2SO4), filtered and the ... Reported procedure: The title compound was prepared (1.04 g, 70%, mp 189°-193° C.) in a manner analogous to the preparation of 1-[2-(2,3-dihydro-benzo[b]thien-3-yl)propyl]-4-(3-methoxy-2-pyridinyl)-2-methylpiperazine hydrochloride (Example 7) by the reaction of 3-benzo[b]thienpropanol tosylate with 1-(3-methoxy-2-pyridinyl)-3-methylpiperazine. The reactants are Cl.S1C2=C(C(C1)C(CN1C(CN(CC1)C1=NC=CC=C1OC)C)C)C=CC=C2 (1-[2-(2,3-dihydro-benzo[b]thien-3-yl)propyl]-4-(3-methoxy-2-pyridinyl)-2-methylpiperazine hydrochloride), S(=O)(=O)([O-])C1=CC=C(C)C=C1 (tosylate), COC=1C(=NC=CC1)N1CC(NCC1)C (1-(3-methoxy-2-pyridinyl)-3-methylpiperazine). The product is Cl.S1C2=C(C(=C1)CCCN1C(CN(CC1)C1=NC=CC=C1OC)C)C=CC=C2 (1-[3-(benzo[b]thien-3-yl)propyl]-4-(3-methoxy-2-pyridinyl)-2-methylpiperazine hydrochloride). RXN SMILES: [ClH:1].[S:2]1[CH2:6][CH:5]([CH:7]([CH3:24])CN2CCN(C3C(OC)=CC=CN=3)CC2C)[C:4]2[CH:25]=[CH:26][CH:27]=[CH:28][C:3]1=2.S([C:33]1C=CC(C)=CC=1)([O-])(=O)=O.[CH3:40][O:41][C:42]1[C:43]([N:48]2[CH2:53][CH2:52][NH:51][CH:50]([CH3:54])[CH2:49]2)=[N:44][CH:45]=[CH:46][CH:47]=1>>[ClH:1].[S:2]1[CH:6]=[C:5]([CH2:7][CH2:24][CH2:33][N:51]2[CH2:52][CH2:53][N:48]([C:43]3[C:42]([O:41][CH3:40])=[CH:47][CH:46]=[CH:45][N:44]=3)[CH2:49][CH:50]2[CH3:54])[C:4]2[CH:25]=[CH:26][CH:27]=[CH:28][C:3]1=2 |f:0.1,4.5|.